This data is from the Open Reaction Database (ORD), a public repository of structured organic reaction records. The task is: describe an organic reaction: reactants, conditions, products, and yield The reactants are FC1=CC=C(C=C1)C(CCOC=1C(=C(C(=C(C1OC)C)C)C(C)=O)O)C (1-{3-[3-(4-Fluoro-phenyl)-butoxy]-2-hydroxy-4-methoxy-5,6-dimethyl-phenyl}-ethanone), CS(=O)(=O)OCCC1=NC=CC=C1 (2-pyridin-2-ylethyl methanesulfonate). The product is FC1=CC=C(C=C1)C(CCOC=1C(=C(C(=C(C1OC)C)C)C(C)=O)OCCC1=NC=CC=C1)C (1-[3-[3-(4-Fluoro-phenyl)-butoxy]-4-methoxy-5,6-dimethyl-2-(2-pyridin-2-yl-ethoxy)-phenyl]-ethanone). Isolated yield 43.0%. RXN SMILES: [F:1][C:2]1[CH:7]=[CH:6][C:5]([CH:8]([CH3:26])[CH2:9][CH2:10][O:11][C:12]2[C:13]([OH:25])=[C:14]([C:22](=[O:24])[CH3:23])[C:15]([CH3:21])=[C:16]([CH3:20])[C:17]=2[O:18][CH3:19])=[CH:4][CH:3]=1.CS(O[CH2:32][CH2:33][C:34]1[CH:39]=[CH:38][CH:37]=[CH:36][N:35]=1)(=O)=O>>[F:1][C:2]1[CH:3]=[CH:4][C:5]([CH:8]([CH3:26])[CH2:9][CH2:10][O:11][C:12]2[C:13]([O:25][CH2:32][CH2:33][C:34]3[CH:39]=[CH:38][CH:37]=[CH:36][N:35]=3)=[C:14]([C:22](=[O:24])[CH3:23])[C:15]([CH3:21])=[C:16]([CH3:20])[C:17]=2[O:18][CH3:19])=[CH:6][CH:7]=1. Procedure: Example 4e (100 mg, 0.28 mmol) was reacted with 2-pyridin-2-ylethyl methanesulfonate (1.6 eq.) as described under General Procedure F to give the title compound (56 mg, 43%). 1H NMR (300 MHz, CDCl3) δ 8.51 (d, J=4.2 Hz, 1H), 7.57 (dt, J=7.7, 1.8 Hz, 1H), 7.19-7.09 (m, 4H), 6.96-6.91 (m, 2H), 4.34 (t, J=6.6 Hz, 2H), 3.83 (t, J=6.6 Hz, 2H), 3.73 (s, 3H), 3.11 (6.6 Hz, 2H), 2.99-2.92 (m, 1H), 2.26 (s, 3H), 2.07 (s, 3H), 2.00 (s, 3H), 1.95-1.88 (m, 2H), 1.25 (d, J=7.0 Hz, 3H).